This data is from the Open Reaction Database (ORD), a public repository of structured organic reaction records. The task is: describe an organic reaction: reactants, conditions, products, and yield Reactants: ClC1CC2C(C(=O)OC2=O)C=C1 (4-chlorotetrahydrophthalic anhydride), NC1=NC=CC=C1 (2-aminopyridine). Conditions: temperature 130 celsius. Yields the product N1=C(C=CC=C1)N1C(C2C(C1=O)CC(C=C2)Cl)=O (N-(2-pyridyl)-4-Chlorotetrahydrophthalimide). Yield: 97.0%. As a reaction SMILES: [Cl:1][CH:2]1[CH:12]=[CH:11][CH:5]2[C:6]([O:8][C:9](=[O:10])[CH:4]2[CH2:3]1)=O.[NH2:13][C:14]1[CH:19]=[CH:18][CH:17]=[CH:16][N:15]=1>>[N:15]1[CH:16]=[CH:17][CH:18]=[CH:19][C:14]=1[N:13]1[C:9](=[O:10])[CH:4]2[CH2:3][CH:2]([Cl:1])[CH:12]=[CH:11][CH:5]2[C:6]1=[O:8]. Reported procedure: 119.5 grams (0.64 moles) of 4-chlorotetrahydrophthalic anhydride and 94.1 grams (0.64 moles) of 2-aminopyridine were added to a 500-mL, 3-necked, round-bottomed flask equipped with a Dean-Stark trap topped with a condenser, a nitrogen outlet, means for maintaining a mild sweep of nitrogen over the reaction mixture, and a magnetic stir. The material was heated to 130° C. with an externally heated oil bath to provide an easily stirred melt. The reaction was heated to 175° C. for a 45 minute period... Starting materials: O=C(Cl)C(=O)Cl, CN(C)C=O, ClCCl, O=C(O)c1cc(F)c(Cl)nc1Cl. Product: COC(=O)c1cc(F)c(Cl)nc1Cl. As a reaction SMILES: [C:16]([Cl:17])(=[O:18])[C:19]([Cl:20])=[O:21].[CH3:22][N:23]([CH3:24])[CH:25]=[O:26].[Cl:1][CH2:2][Cl:3].[Cl:4][c:5]1[c:6]([C:7](=[O:8])[OH:9])[cH:10][c:11]([F:15])[c:12]([Cl:14])[n:13]1>>[CH3:2][O:9][C:7]([c:6]1[c:5]([Cl:4])[n:13][c:12]([Cl:14])[c:11]([F:15])[cH:10]1)=[O:8].